This data is from the Open Reaction Database (ORD), a public repository of structured organic reaction records. The task is: describe an organic reaction: reactants, conditions, products, and yield Yields the product OC1=C(C2CCCCN2C1=O)C(=O)OCC (ethyl 2-hydroxy-3-oxo-3,5,6,7,8,8a-hexahydroindolizine-1-carboxylate). RXN SMILES: [CH2:1]([O:3][C:4](=[O:19])[CH2:5][CH:6]1[CH2:11][CH2:10][CH2:9][CH2:8][N:7]1[C:12](=[O:18])[C:13](OCC)=[O:14])[CH3:2].[O-]CC.[K+]>C1(C)C=CC=CC=1>[OH:14][C:13]1[C:12](=[O:18])[N:7]2[CH:6]([CH2:11][CH2:10][CH2:9][CH2:8]2)[C:5]=1[C:4]([O:3][CH2:1][CH3:2])=[O:19] |f:1.2|. Reaction conditions: temperature 100 celsius. The yield is 64.3%. Reactants: C(C)OC(CC1N(CCCC1)C(C(=O)OCC)=O)=O (ethyl 2-(2-(2-ethoxy-2-oxoethyl)piperidin-1-yl)-2-oxoacetate), [O-]CC.[K+] (potassium ethoxide). Run in C1(=CC=CC=C1)C (toluene). Procedure details: Intermediate 22B (3.75 g, 13.8 mmol) was suspended in toluene (100 mL) and treated with potassium ethoxide (5.42 mL, 24% in methanol, 13.8 mmol). The clear mixture was heated at 100° C. for 4 h. After cooling to rt, the solvent was evaporated and the residue was dissolved in ethyl acetate. The organic layer was washed with 10% citric acid twice, brine twice, dried over Na2SO4, filtered and concentrated to afford Intermediate 22C (2.0 g, 64%) as a clear oil. 1H NMR (400 MHz, CHLOROFORM-d) δ ppm 1... Starting materials: CC#N, COc1ccc2cnc(Cl)nc2c1C(C)C, Nc1ccccc1. The product is COc1ccc2cnc(Nc3ccccc3)nc2c1C(C)C. RXN SMILES: [CH3:24][C:25]#[N:26].[Cl:1][c:2]1[n:3][c:4]2[c:5]([CH:14]([CH3:15])[CH3:16])[c:6]([O:12][CH3:13])[cH:7][cH:8][c:9]2[cH:10][n:11]1.[NH2:17][c:18]1[cH:19][cH:20][cH:21][cH:22][cH:23]1>>[c:2]1([NH:17][c:18]2[cH:19][cH:20][cH:21][cH:22][cH:23]2)[n:3][c:4]2[c:5]([CH:14]([CH3:15])[CH3:16])[c:6]([O:12][CH3:13])[cH:7][cH:8][c:9]2[cH:10][n:11]1. Starting materials: ClC=1C=C(C=CC1Cl)SCC(CCC(=O)OC)C(N(CCCCC)CCCCC)=O (methyl 5-(3,4-dichlorophenylthio)-4-(N,N-dipentylcarbamoyl)pentanoate), ClC1=CC(=CC=C1)C(=O)OO (m-chloroperbenzoic acid), S(=O)([O-])[O-].[Na+].[Na+] (sodium sulfite). Solvent: ClCCl (dichloromethane). Reaction conditions: temperature -78 celsius. The product is ClC=1C=C(C=CC1Cl)S(=O)CC(CCC(=O)OC)C(N(CCCCC)CCCCC)=O (methyl 5-(3,4-dichlorophenylsulfinyl)-4-(N,N-dipentylcarbamoyl)pentanoate). Isolated yield 45.2%. Reaction SMILES: [Cl:1][C:2]1[CH:3]=[C:4]([S:9][CH2:10][CH:11]([C:18](=[O:30])[N:19]([CH2:25][CH2:26][CH2:27][CH2:28][CH3:29])[CH2:20][CH2:21][CH2:22][CH2:23][CH3:24])[CH2:12][CH2:13][C:14]([O:16][CH3:17])=[O:15])[CH:5]=[CH:6][C:7]=1[Cl:8].ClC1C=CC=C(C(OO)=[O:39])C=1.S([O-])([O-])=O.[Na+].[Na+]>ClCCl>[Cl:1][C:2]1[CH:3]=[C:4]([S:9]([CH2:10][CH:11]([C:18](=[O:30])[N:19]([CH2:25][CH2:26][CH2:27][CH2:28][CH3:29])[CH2:20][CH2:21][CH2:22][CH2:23][CH3:24])[CH2:12][CH2:13][C:14]([O:16][CH3:17])=[O:15])=[O:39])[CH:5]=[CH:6][C:7]=1[Cl:8] |f:2.3.4|. Reported procedure: Into a solution of methyl 5-(3,4-dichlorophenylthio)-4-(N,N-dipentylcarbamoyl)pentanoate (5.12 g) in dry dichloromethane (100 ml) were added portions of m-chloroperbenzoic acid (70%, 2.65 g) with stirring at -78° C. After stirring at -78° C. for 2 hours, sodium sulfite was added. The reaction mixture was washed with a saturated sodium bicarbonate solution and water, dried over MgSO4, and concentrated in vacuo. The residue was purified by flash column chromatography on silica by eluting with dich... Reactants: COC=1C=C(C(=O)NC=NC(ON(C2=CC(=C(C=C2)C)[N+](=O)[O-])C(C)(C)C)=O)C=C(C1OC)OC (tert-butyl(4-methyl-3-nitrophenylamino) (3,4,5-trimethoxybenzamido)methylenecarbamate). The reagents and catalysts are [Pd] (Pd/C). Solvent: CO (MeOH). Conditions: time 10 hour. Yields the product COC=1C=C(C(=O)NC=NC(ON(C2=CC(=C(C=C2)C)N)C(C)(C)C)=O)C=C(C1OC)OC (tert-butyl(3-amino-4-methylphenylamino) (3,4,5-trimethoxybenzamido)methylenecarbamate). Yield: 73.3%. Reaction SMILES: [CH3:1][O:2][C:3]1[CH:4]=[C:5]([CH:29]=[C:30]([O:34][CH3:35])[C:31]=1[O:32][CH3:33])[C:6]([NH:8][CH:9]=[N:10][C:11](=[O:28])[O:12][N:13]([C:24]([CH3:27])([CH3:26])[CH3:25])[C:14]1[CH:19]=[CH:18][C:17]([CH3:20])=[C:16]([N+:21]([O-])=O)[CH:15]=1)=[O:7]>CO.[Pd]>[CH3:1][O:2][C:3]1[CH:4]=[C:5]([CH:29]=[C:30]([O:34][CH3:35])[C:31]=1[O:32][CH3:33])[C:6]([NH:8][CH:9]=[N:10][C:11](=[O:28])[O:12][N:13]([C:24]([CH3:27])([CH3:26])[CH3:25])[C:14]1[CH:19]=[CH:18][C:17]([CH3:20])=[C:16]([NH2:21])[CH:15]=1)=[O:7]. Procedure details: In a bottle, a mixture of Boc nitro-guanidine (4) (1.22 g, 2.5 mmol) in MeOH (80 mL) and Pd/C 10% (100 mg) is stirred under H2 at 50 psi for 10 hours. The starting substrate has disappeared; the catalyst is filtered and the solvent is evacuated under vacuum. The residue is purified by column chromatography, eluting with Hept/EtOAc mixture: 7/3, obtaining the title compound as yellow oil (5) (840 mg, 73%).